From a dataset of the Open Reaction Database (ORD), a public repository of structured organic reaction records. describe an organic reaction: reactants, conditions, products, and yield Reaction SMILES: [F:1][C:2]1([F:29])[CH2:7][CH2:6][CH:5]([CH2:8][NH:9][C:10]([C:12]2[C:13]3[CH:14]=[CH:15][C:16]([C:23]4[CH2:28][CH2:27][CH2:26][CH2:25][CH:24]=4)=[N:17][C:18]=3[CH:19]=[CH:20][C:21]=2[Cl:22])=[O:11])[CH2:4][CH2:3]1.C([SiH](CC)CC)C>[Pd]>[F:29][C:2]1([F:1])[CH2:3][CH2:4][CH:5]([CH2:8][NH:9][C:10]([C:12]2[C:13]3[CH:14]=[CH:15][C:16]([CH:23]4[CH2:24][CH2:25][CH2:26][CH2:27][CH2:28]4)=[N:17][C:18]=3[CH:19]=[CH:20][C:21]=2[Cl:22])=[O:11])[CH2:6][CH2:7]1. Reactants: FC1(CCC(CC1)CNC(=O)C=1C=2C=CC(=NC2C=CC1Cl)C1=CCCCC1)F (6-chloro-2-cyclohex-1-enyl-quinoline-5-carboxylic acid (4,4-difluoro-cyclohexyl methyl)-amide), C(C)[SiH](CC)CC (triethylsilane). Reagents/catalysts: [Pd] (palladium on carbon). The product is FC1(CCC(CC1)CNC(=O)C=1C=2C=CC(=NC2C=CC1Cl)C1CCCCC1)F (6-Chloro-2-cyclohexyl-quinoline-5-carboxylic acid (4,4-difluoro-cyclohexylmethyl)-amide). Reported procedure: The title compound was synthesized according to the procedure described in example 126 using 6-chloro-2-cyclohex-1-enyl-quinoline-5-carboxylic acid (4,4-difluoro-cyclohexyl methyl)-amide, palladium on carbon and triethylsilane. 1H NMR (400 MHz, DMSO-d6): δ ppm 8.78-8.80 (m, 1H), 7.96-7.95 (m, 1H), 7.76 (d, J=9.04 Hz, 1H), 7.59 (d, J=8.80 Hz, 1H), 3.25-3.40 (m, 2H), 2.85-2.95 (m, 1H), 2.01-2.15 (m, 2H), 1.86-1.99 (m, 10H), 1.55-1.60 (m, 2H), 1.40-1.45 (m, 2H), 1.23-1.26 (m, 3H). m/z: 421 [M+H]+ Starting materials: [OH-].[Na+] (NaOH), C(C)(C)OC(=O)N1C2=C(C(CCC1)NCC1=CC(=CC(=C1)C(F)(F)F)C(F)(F)F)C=CC=C2 (5-(3,5-Bis-trifluoromethyl-benzylamino)-2,3,4,5-tetrahydro-benzo[b]azepine-1-carboxylic acid isopropyl ester), N1=CC=CC=C1 (pyridine), C(C)(=O)OC(C)=O (acetic anhydride). Solvent: ClCCl (dichloromethane). Reaction conditions: time 20 hour. The product is C(C)(C)OC(=O)N1C2=C(C(CCC1)N(CC1=CC(=CC(=C1)C(F)(F)F)C(F)(F)F)C(C)=O)C=CC=C2 (5-[Acetyl-(3,5-bis-trifluoromethyl-benzyl)-amino]-2,3,4,5-tetrahydro-benzo[b]azepine-1-carboxylic acid isopropyl ester). The yield is 66.4%. Reaction SMILES: [CH:1]([O:4][C:5]([N:7]1[CH2:13][CH2:12][CH2:11][CH:10]([NH:14][CH2:15][C:16]2[CH:21]=[C:20]([C:22]([F:25])([F:24])[F:23])[CH:19]=[C:18]([C:26]([F:29])([F:28])[F:27])[CH:17]=2)[C:9]2[CH:30]=[CH:31][CH:32]=[CH:33][C:8]1=2)=[O:6])([CH3:3])[CH3:2].N1C=CC=CC=1.[C:40](OC(=O)C)(=[O:42])[CH3:41].[OH-].[Na+]>ClCCl>[CH:1]([O:4][C:5]([N:7]1[CH2:13][CH2:12][CH2:11][CH:10]([N:14]([C:40](=[O:42])[CH3:41])[CH2:15][C:16]2[CH:21]=[C:20]([C:22]([F:24])([F:25])[F:23])[CH:19]=[C:18]([C:26]([F:29])([F:27])[F:28])[CH:17]=2)[C:9]2[CH:30]=[CH:31][CH:32]=[CH:33][C:8]1=2)=[O:6])([CH3:3])[CH3:2] |f:3.4|. Procedure: A solution of crude 5-(3,5-Bis-trifluoromethyl-benzylamino)-2,3,4,5-tetrahydro-benzo[b]azepine-1-carboxylic acid isopropyl ester (200 mg, 0.42 mmol) and pyridine (0.85 ml, 10.5 mmol) in dichloromethane (2 ml) at room temperature was treated with acetic anhydride (0.79 ml, 8.4 mmol) via dropwise addition over 4 minutes. The mixture was stirred at room temperature for 20 hours. The mixture was cooled (0° C.) and treated with 1N NaOH and stirred for 30 minutes. The aqueous layer was extracted with ... Starting materials: [BH3-]C#N, CO, [Na+], C=C1c2ccccc2CC(=NO)c2ccccc21. Yields the product C=C1c2ccccc2CC(NO)c2ccccc21. RXN SMILES: [C:19]([BH3-:20])#[N:21].[CH3:23][OH:24].[Na+:22].[OH:1][N:2]=[C:3]1[CH2:4][c:5]2[c:6]([cH:15][cH:16][cH:17][cH:18]2)[C:7](=[CH2:14])[c:8]2[c:9]1[cH:10][cH:11][cH:12][cH:13]2>>[OH:1][NH:2][CH:3]1[CH2:4][c:5]2[c:6]([cH:15][cH:16][cH:17][cH:18]2)[C:7](=[CH2:14])[c:8]2[c:9]1[cH:10][cH:11][cH:12][cH:13]2. Starting materials: O([Si](C)(C)C(C)(C)C)C[C@@H]1O[C@@H](OC[C@@H]1CC(=O)OCC)C ((2R,4R,5S)-4-t-butyldimethylsiloxymethyl-5-ethoxycarbonylmethyl-2-methyl-1,3-dioxane), [H-].C(C(C)C)[Al+]CC(C)C (diisobutyl aluminum hydride). Run in C1(=CC=CC=C1)C (toluene). Reaction conditions: time 1 hour. Product: O([Si](C)(C)C(C)(C)C)C[C@@H]1O[C@@H](OC[C@@H]1CC=O)C ((2R,4R,5S)-4-t-butyldimethylsiloxymethyl-5-formylmethyl -2-methyl-1,3-dioxane). The yield is 81.9%. Reaction SMILES: [O:1]([CH2:9][C@H:10]1[C@@H:15]([CH2:16][C:17](OCC)=[O:18])[CH2:14][O:13][C@@H:12]([CH3:22])[O:11]1)[Si:2]([C:5]([CH3:8])([CH3:7])[CH3:6])([CH3:4])[CH3:3].[H-].C([Al+]CC(C)C)C(C)C>C1(C)C=CC=CC=1>[O:1]([CH2:9][C@H:10]1[C@@H:15]([CH2:16][CH:17]=[O:18])[CH2:14][O:13][C@@H:12]([CH3:22])[O:11]1)[Si:2]([C:5]([CH3:8])([CH3:6])[CH3:7])([CH3:4])[CH3:3] |f:1.2|. Reported procedure: A solution of (2R,4R,5S)-4-t-butyldimethylsiloxymethyl-5-ethoxycarbonylmethyl-2-methyl-1,3-dioxane (9.30 g) in toluene (93 ml) was cooled in a dry ice acetone bath and to the solution was added dropwise diisobutyl aluminum hydride (1.5 M solution in toluene, 26.4 ml). The mixture was stirred at the same temperature for 1 hour. After quenching the mixture with saturated aqueous ammonium chloride, to the solution was added a mixture of ethyl acetate (300 ml) and water (300 ml). Insoluble materials... The reactants are OC=1C=C(CC2N(CCC3=CC(=C(C=C23)OC)OC)CC(=O)NCC2=CC=CC=C2)C=CC1OC (2-[1-(3-hydroxy-4-methoxy-benzyl)-6,7-dimethoxy-3,4-dihydro-1H-isoquinolin-2-yl]-N-benzyl-acetamide), BrCCCF (1-bromo-3-fluoro-propane). Product: FCCCOC=1C=C(CC2N(CCC3=CC(=C(C=C23)OC)OC)CC(=O)NCC2=CC=CC=C2)C=CC1OC (2-{1-[3-(3-fluoro-propoxy)-4-methoxy-benzyl]-6,7-dimethoxy-3,4-dihydro-1H-isoquinolin-2-yl}-N-benzyl-acetamide). Reaction SMILES: [OH:1][C:2]1[CH:3]=[C:4]([CH:31]=[CH:32][C:33]=1[O:34][CH3:35])[CH2:5][CH:6]1[C:15]2[C:10](=[CH:11][C:12]([O:18][CH3:19])=[C:13]([O:16][CH3:17])[CH:14]=2)[CH2:9][CH2:8][N:7]1[CH2:20][C:21]([NH:23][CH2:24][C:25]1[CH:30]=[CH:29][CH:28]=[CH:27][CH:26]=1)=[O:22].Br[CH2:37][CH2:38][CH2:39][F:40]>>[F:40][CH2:39][CH2:38][CH2:37][O:1][C:2]1[CH:3]=[C:4]([CH:31]=[CH:32][C:33]=1[O:34][CH3:35])[CH2:5][CH:6]1[C:15]2[C:10](=[CH:11][C:12]([O:18][CH3:19])=[C:13]([O:16][CH3:17])[CH:14]=2)[CH2:9][CH2:8][N:7]1[CH2:20][C:21]([NH:23][CH2:24][C:25]1[CH:30]=[CH:29][CH:28]=[CH:27][CH:26]=1)=[O:22]. Reported procedure: prepared by reaction of 2-[1-(3-hydroxy-4-methoxy-benzyl)-6,7-dimethoxy-3,4-dihydro-1H-isoquinolin-2-yl]-N-benzyl-acetamide with 1-bromo-3-fluoro-propane Starting materials: CC(C)(C)OC(=O)NC(CC1CCCCC1)C(O)CN=[N+]=[N-], Cl, C1COCCO1. Product: [N-]=[N+]=NCC(O)C(N)CC1CCCCC1. Reaction SMILES: [C:1]([O:2][C:3](=[O:4])[NH:8][CH:9]([CH:10]([CH2:11][N:12]=[N+:13]=[N-:14])[OH:15])[CH2:16][CH:17]1[CH2:18][CH2:19][CH2:20][CH2:21][CH2:22]1)([CH3:5])([CH3:6])[CH3:7].[ClH:23].[O:24]1[CH2:25][CH2:26][O:27][CH2:28][CH2:29]1>>[NH2:8][CH:9]([CH:10]([CH2:11][N:12]=[N+:13]=[N-:14])[OH:15])[CH2:16][CH:17]1[CH2:18][CH2:19][CH2:20][CH2:21][CH2:22]1. The reactants are O=C([O-])[O-], CC#N, OC1(c2ccc(F)c(Cl)c2)CCNC1, CCI, [K+], [K+]. Product: CCN1CCC(O)(c2ccc(F)c(Cl)c2)C1. Reaction SMILES: [C:15](=[O:16])([O-:17])[O-:18].[CH3:24][C:25]#[N:26].[Cl:1][c:2]1[cH:3][c:4]([C:9]2([OH:14])[CH2:10][NH:11][CH2:12][CH2:13]2)[cH:5][cH:6][c:7]1[F:8].[I:21][CH2:22][CH3:23].[K+:19].[K+:20]>>[Cl:1][c:2]1[cH:3][c:4]([C:9]2([OH:14])[CH2:10][N:11]([CH2:22][CH3:23])[CH2:12][CH2:13]2)[cH:5][cH:6][c:7]1[F:8]. Reactants: COC=1C=CC(=C(C1)C=1OC2=C(N1)C(=CC=C2)CNCC2=NC=CC=C2)OCOC (2-(5-methoxy-2-methoxymethoxyphenyl)-4-(2-pyridylmethyl)aminomethylbenzoxazole), O.C1(=CC=C(C=C1)S(=O)(=O)O)C (p-toluenesulfonic acid monohydrate). The solvent is CO (methanol). Reaction conditions: time 8 hour. The product is COC=1C=CC(=C(C1)C=1OC2=C(N1)C(=CC=C2)CNCC2=NC=CC=C2)O (2-(5-methoxy-2-hydroxyphenyl)-4-(2-pyridylmethyl)aminomethyl-benzoxazole). Isolated yield 96.5%. RXN SMILES: [CH3:1][O:2][C:3]1[CH:4]=[CH:5][C:6]([O:27]COC)=[C:7]([C:9]2[O:10][C:11]3[CH:17]=[CH:16][CH:15]=[C:14]([CH2:18][NH:19][CH2:20][C:21]4[CH:26]=[CH:25][CH:24]=[CH:23][N:22]=4)[C:12]=3[N:13]=2)[CH:8]=1.O.C1(C)C=CC(S(O)(=O)=O)=CC=1>CO>[CH3:1][O:2][C:3]1[CH:4]=[CH:5][C:6]([OH:27])=[C:7]([C:9]2[O:10][C:11]3[CH:17]=[CH:16][CH:15]=[C:14]([CH2:18][NH:19][CH2:20][C:21]4[CH:26]=[CH:25][CH:24]=[CH:23][N:22]=4)[C:12]=3[N:13]=2)[CH:8]=1 |f:1.2|. Reported procedure: A mixture of 2-(5-methoxy-2-methoxymethoxyphenyl)-4-(2-pyridylmethyl)aminomethyl-benzoxazole (F16) (283 mg, 0.70 mmol) and p-toluenesulfonic acid monohydrate (532 mg, 2.8 mmol) in methanol (20 mL) was stirred overnight at room temperature. After the solvent was removed by evaporation, ethyl acetate (20 mL) was added to the resulting residue, neutralized by Na2CO3, washed with brine and water, dried over MgSO4, and concentrated in vacuo. The residue was recrystallized from hot ethanol/hexane to a... Procedure details: 1.4 g (6.5 mmole) 4-Chloro-3-hydrazino-1-methyl-5-trifluoromethylpyrazole and 0.81 g (6.5 mmole) ethoxymethylenemalononitrile in 20 ml ethanol were stirred for 10 hours at room temperature and for 2 hours at 50° C. After addition of 100 ml ethyl acetate, the mixture was washed with saturated sodium hydrogen carbonate, dried over sodium sulfate and concentrated. The crude product was purified by silica gel column chromatography (methylene chloride). Solvent: C(C)O (ethanol). Reactants: ClC=1C(=NN(C1C(F)(F)F)C)NN (4-Chloro-3-hydrazino-1-methyl-5-trifluoromethylpyrazole), C(C)OC=C(C#N)C#N (ethoxymethylenemalononitrile), C(C)(=O)OCC (ethyl acetate). Yields the product NC1=C(C=NN1C1=NN(C(=C1Cl)C(F)(F)F)C)C#N (5-Amino-1-(4-chloro-1-methyl-5-trifluoromethyl3-pyrazolyl)-4-cyanopyrazole). Reaction SMILES: [Cl:1][C:2]1[C:3]([NH:12][NH2:13])=[N:4][N:5]([CH3:11])[C:6]=1[C:7]([F:10])([F:9])[F:8].C(O[CH:17]=[C:18]([C:21]#[N:22])[C:19]#[N:20])C.C(OCC)(=O)C>C(O)C>[NH2:22][C:21]1[N:12]([C:3]2[C:2]([Cl:1])=[C:6]([C:7]([F:10])([F:8])[F:9])[N:5]([CH3:11])[N:4]=2)[N:13]=[CH:17][C:18]=1[C:19]#[N:20].